Dataset: the Open Reaction Database (ORD), a public repository of structured organic reaction records. Task: describe an organic reaction: reactants, conditions, products, and yield The reactants are N#Cc1ccc(B(O)O)cc1, COc1cccc(OC)c1-c1ccccc1P(C1CCCCC1)C1CCCCC1, CC(C)O, OC1CCN(c2nc3ccc(Cl)cc3s2)C1, [K+], [K+], [K+], CC(=O)[O-], CC(=O)[O-], O=P([O-])([O-])[O-], [Pd+2], Cc1ccccc1. Product: N#Cc1ccc(-c2ccc3nc(N4CCC(O)C4)sc3c2)cc1. Reaction SMILES: [C:17](#[N:18])[c:19]1[cH:20][cH:21][c:22]([B:25]([OH:26])[OH:27])[cH:23][cH:24]1.[CH:28]1([P:29]([CH:30]2[CH2:31][CH2:32][CH2:33][CH2:34][CH2:35]2)[c:36]2[cH:37][cH:38][cH:39][cH:40][c:41]2-[c:42]2[c:43]([O:44][CH3:45])[cH:46][cH:47][cH:48][c:49]2[O:50][CH3:51])[CH2:52][CH2:53][CH2:54][CH2:55][CH2:56]1.[CH:65]([OH:66])([CH3:67])[CH3:68].[Cl:1][c:2]1[cH:3][c:4]2[c:5]([n:6][c:7]([N:9]3[CH2:10][CH:11]([OH:14])[CH2:12][CH2:13]3)[s:8]2)[cH:15][cH:16]1.[K+:62].[K+:63].[K+:64].[O-:77][C:78]([CH3:79])=[O:80].[O-:81][C:82]([CH3:83])=[O:84].[P:57]([O-:58])([O-:59])([O-:60])=[O:61].[Pd+2:76].[c:69]1([CH3:70])[cH:71][cH:72][cH:73][cH:74][cH:75]1>>[c:2]1(-[c:22]2[cH:21][cH:20][c:19]([C:17]#[N:18])[cH:24][cH:23]2)[cH:3][c:4]2[c:5]([n:6][c:7]([N:9]3[CH2:10][CH:11]([OH:14])[CH2:12][CH2:13]3)[s:8]2)[cH:15][cH:16]1. Starting materials: ClC1=C2C(=NC=C1C#N)C1=C(S2)C=CC=C1 (4-chlorobenzo[4,5]thieno[3,2-b]pyridine-3-carbonitrile), ClC1=C(N)C=CC(=C1)Cl (2,4-dichloroaniline), Cl.N1=CC=CC=C1 (pyridine hydrochloride), ClC1=C2C(=NC=C1C#N)C1=C(S2)C=CC=C1 (4-chlorobenzo[4,5]thieno[3,2-b]pyridine-3-carbonitrile). Run in CO (methanol). Yields the product ClC1=C(C=CC(=C1)Cl)NC1=C2C(=NC=C1C#N)C=CC=C2 (4-(2,4-Dichlorophenylamino)benzo[3,2-b]pyridine-3-carbonitrile). Yield: 70.2%. RXN SMILES: Cl[C:2]1[C:7]([C:8]#[N:9])=[CH:6][N:5]=[C:4]2[C:10]3[CH:16]=[CH:15][CH:14]=CC=3S[C:3]=12.[Cl:17][C:18]1[CH:24]=[C:23]([Cl:25])[CH:22]=[CH:21][C:19]=1[NH2:20].Cl.N1C=CC=CC=1>CO>[Cl:17][C:18]1[CH:24]=[C:23]([Cl:25])[CH:22]=[CH:21][C:19]=1[NH:20][C:2]1[C:7]([C:8]#[N:9])=[CH:6][N:5]=[C:4]2[CH:10]=[CH:16][CH:15]=[CH:14][C:3]=12 |f:2.3|. Reported procedure: A mixture of 250 mg (1.02 mmol) of 4-chlorobenzo[4,5]thieno[3,2-b]pyridine-3-carbonitrile, 530 mg (3.27 mmol) of 2,4-dichloroaniline and 112 mg of pyridine hydrochloride is heated until no 4-chlorobenzo[4,5]thieno[3,2-b]pyridine-3-carbonitrile remained as measured by thin layer chromatography. The reaction mire is cooled to room temperature and the solid is treated with methanol and then partitioned between ethyl acetate and saturated sodium bicarbonate. The organic layer is dried over magnesium... Starting materials: C1CCC2=NCCCN2CC1 (DBU), C(C)(C)(C)OC(NN)=O (tert-Butylcarbazate), C(C)(=O)O (acetic acid), FC1=C(C=CC=C1)C(=O)C1=NC(=NC=C1)SC ((2-fluoro-phenyl)-(2-methylsulfanyl-pyrimidin-4-yl)-methanone). The solvent is C1CCOC1 (THF), CO (MeOH). Product: CSC1=NC=CC(=N1)C1=NNC2=CC=CC=C12 (3-(2-methylsulfanyl-pyrimidin-4-yl)-1H-indazole). The yield is 63.7%. RXN SMILES: C(OC(=O)[NH:7][NH2:8])(C)(C)C.C(O)(=O)C.F[C:15]1[CH:20]=[CH:19][CH:18]=[CH:17][C:16]=1[C:21]([C:23]1[CH:28]=[CH:27][N:26]=[C:25]([S:29][CH3:30])[N:24]=1)=O.C1CCN2C(=NCCC2)CC1>CO.C1COCC1>[CH3:30][S:29][C:25]1[N:24]=[C:23]([C:21]2[C:16]3[C:15](=[CH:20][CH:19]=[CH:18][CH:17]=3)[NH:8][N:7]=2)[CH:28]=[CH:27][N:26]=1. Procedure: tert-Butylcarbazate (899 mg, 6.8 mmol) and acetic acid (0.5 mL) were added to a mixture of (2-fluoro-phenyl)-(2-methylsulfanyl-pyrimidin-4-yl)-methanone (840 mg, 3.4 mmol) in MeOH. The resulting mixture was heated at reflux for 16 h; it was then cooled to RT and partitioned between EtOAc and aqueous sodium bicarbonate. The organic layer was separated and dried over Na2SO4, filtered and evaporated under reduced pressure. The residue was placed in a sealed tube with DBU (0.79 mL, 5.3 mmol) and THF... The reactants are FC1=CC=C(C=C1)C(C(=O)C1=CC=NC=C1)C1=NC=CC=C1[N+](=O)[O-] (2-(4-Fluoro-phenyl)-2-(3-nitro-pyridin-2-yl)-1-pyridin-4-yl-ethanone). Reagents/catalysts: [Pd] (Palladium on charcoal). Run in C(C)O (ethanol). Conditions: time 6 hour. Product: FC1=CC=C(C=C1)C1=C(N(C=2C1=NC=CC2)O)C2=CC=NC=C2 (3-(4-Fluoro-phenyl)-2-pyridin-4-yl-pyrrolo[3,2-b]pyridin-1-ol), starting material. Isolated yield 33.6%. As a reaction SMILES: [F:1][C:2]1[CH:7]=[CH:6][C:5]([CH:8]([C:17]2[C:22]([N+:23]([O-:25])=O)=[CH:21][CH:20]=[CH:19][N:18]=2)[C:9]([C:11]2[CH:16]=[CH:15][N:14]=[CH:13][CH:12]=2)=O)=[CH:4][CH:3]=1>C(O)C.[Pd]>[F:1][C:2]1[CH:7]=[CH:6][C:5]([C:8]2[C:17]3=[N:18][CH:19]=[CH:20][CH:21]=[C:22]3[N:23]([OH:25])[C:9]=2[C:11]2[CH:16]=[CH:15][N:14]=[CH:13][CH:12]=2)=[CH:4][CH:3]=1. Reported procedure: 23 g (68.2 mmoles) of 2-(4-Fluoro-phenyl)-2-(3-nitro-pyridin-2-yl)-1-pyridin-4-yl-ethanone is dissolved in 700 mL of absolute ethanol. 2.2 g of 10% Palladium on charcoal is added to the solution which is stirred for 6 hours under a hydrogen atmosphere. The reaction mixture is filtered over celite, concentrated and the brown residue is purified by chromatography on silica gel (ethylacetate) to give 7 g of 3-(4-Fluoro-phenyl)-2-pyridin-4-yl-pyrrolo[3,2-b]pyridin-1-ol and 13 g of the starting mater...